From a dataset of the Open Reaction Database (ORD), a public repository of structured organic reaction records. describe an organic reaction: reactants, conditions, products, and yield Reaction SMILES: [CH:16]([N:17]([CH:18]([CH3:19])[CH3:20])[CH2:21][CH3:22])([CH3:23])[CH3:24].[Cl:1][c:2]1[c:3](-[c:10]2[cH:11][cH:12][n:13][n:14]2[CH3:15])[cH:4][c:5]([C:7](=[O:8])[OH:9])[s:6]1.[Cl:47][CH2:48][Cl:49].[ClH:46].[NH2:25][CH:26]([CH2:27][N:28]1[C:29](=[O:38])[c:30]2[cH:31][cH:32][cH:33][cH:34][c:35]2[C:36]1=[O:37])[CH2:39][c:40]1[cH:41][cH:42][cH:43][cH:44][cH:45]1>>[Cl:1][c:2]1[c:3](-[c:10]2[cH:11][cH:12][n:13][n:14]2[CH3:15])[cH:4][c:5]([C:7](=[O:9])[NH:25][CH:26]([CH2:27][N:28]2[C:29](=[O:38])[c:30]3[cH:31][cH:32][cH:33][cH:34][c:35]3[C:36]2=[O:37])[CH2:39][c:40]2[cH:41][cH:42][cH:43][cH:44][cH:45]2)[s:6]1. Product: Cn1nccc1-c1cc(C(=O)NC(Cc2ccccc2)CN2C(=O)c3ccccc3C2=O)sc1Cl. Reactants: CCN(C(C)C)C(C)C, Cn1nccc1-c1cc(C(=O)O)sc1Cl, ClCCl, Cl, NC(Cc1ccccc1)CN1C(=O)c2ccccc2C1=O. The reactants are CC(C)(C)OC(=O)N[C@@H](CCS(=O)(=O)C)C(=O)O.C(C1=CC=CC=C1)OC([C@H]1NCCC1)=O (N-Boc-L-methionine sulfone L-proline-O-benzyl ester), Cl.O1CCOCC1 (HCl dioxane), C(C)OCC (Diethyl ether), C(Cl)(Cl)Cl (chloroform). The solvent is O1CCOCC1 (dioxane), CO (methanol). Reaction conditions: time 1 hour. Product: CS(=O)(=O)CC[C@@H](C(=O)O)N.Cl.C(C1=CC=CC=C1)OC([C@H]1NCCC1)=O (L-methionine sulfone L-proline-O-benzyl ester hydrochloride salt). Yield: 100.0%. As a reaction SMILES: CC(OC([NH:8][C@H:9]([C:16]([OH:18])=[O:17])[CH2:10][CH2:11][S:12]([CH3:15])(=[O:14])=[O:13])=O)(C)C.[CH2:19]([O:26][C:27](=[O:33])[C@@H:28]1[CH2:32][CH2:31][CH2:30][NH:29]1)[C:20]1[CH:25]=[CH:24][CH:23]=[CH:22][CH:21]=1.Cl.O1CCOCC1.C(Cl)(Cl)[Cl:42].C(OCC)C>O1CCOCC1.CO>[CH3:15][S:12]([CH2:11][CH2:10][C@H:9]([NH2:8])[C:16]([OH:18])=[O:17])(=[O:13])=[O:14].[ClH:42].[CH2:19]([O:26][C:27](=[O:33])[C@@H:28]1[CH2:32][CH2:31][CH2:30][NH:29]1)[C:20]1[CH:21]=[CH:22][CH:23]=[CH:24][CH:25]=1 |f:0.1,2.3,8.9.10|. Procedure details: To a solution of N-Boc-L-methionine sulfone-L-proline-O-benzyl ester (23.5 g, 50 mmole) in dry dioxane (300 mL) was added 100 mL of a 4M HCl/dioxane solution. The mixture was then stirred at room temperature for 1 hour until the starting material disappeared as shown by thin layer chromatography analysis (silica, 10% chloroform in methanol). Diethyl ether was added to the mixture to precipitate the title compound as a white hydrochloride salt. The mixture was filtered on a Buchner funnel and the... The reactants are N#CCBr, CC(C)(C)OC(=O)N1CCC(N(C(=O)OC(C)(C)C)c2ccc(O)cn2)CC1, O=C([O-])[O-], CC#N, [K+], [K+], O. Yields the product CC(C)(C)OC(=O)N1CCC(N(C(=O)OC(C)(C)C)c2ccc(OCC#N)cn2)CC1. RXN SMILES: [Br:35][CH2:36][C:37]#[N:38].[C:1]([CH3:2])([CH3:3])([CH3:4])[O:5][C:6](=[O:7])[N:8]1[CH2:9][CH2:10][CH:11]([N:14]([c:15]2[n:16][cH:17][c:18]([OH:21])[cH:19][cH:20]2)[C:22](=[O:23])[O:24][C:25]([CH3:26])([CH3:27])[CH3:28])[CH2:12][CH2:13]1.[C:29](=[O:30])([O-:31])[O-:32].[CH3:40][C:41]#[N:42].[K+:33].[K+:34].[OH2:39]>>[C:1]([CH3:2])([CH3:3])([CH3:4])[O:5][C:6](=[O:7])[N:8]1[CH2:9][CH2:10][CH:11]([N:14]([c:15]2[n:16][cH:17][c:18]([O:21][CH2:36][C:37]#[N:38])[cH:19][cH:20]2)[C:22](=[O:23])[O:24][C:25]([CH3:26])([CH3:27])[CH3:28])[CH2:12][CH2:13]1. The reactants are C1(=CC=CC=C1)P(=O)(C1=CC=CC=C1)OC=1[C@@H]([C@@H]2N(C1C(=O)OCC1=CC=C(C=C1)[N+](=O)[O-])C([C@@H]2[C@@H](C)O)=O)C (p-nitrobenzyl (1R,5S,6S)-2-(diphenylphosphoryloxy)-6-[(R)-1-hydroxyethyl]-1-methylcarbapen-2-em-3-carboxylate), C(C)(C)N(CC)C(C)C (diisopropylethylamine), C(C)(=O)SC1CN(C1)C=1SC=C(N1)C(N[C@@H]1CN(CC1)C(=O)OCC1=CC=C(C=C1)[N+](=O)[O-])=O (3-acetylthio-1-{4-[(3S)-1-(p-nitrobenzyloxycarbonyl)-pyrrolidin-3-ylcarbamoyl]-1,3-thiazol-2-yl}azetidine), C(C)(=O)O.NN (hydrazine acetate), C(O)([O-])=O.[Na+] (sodium hydrogencarbonate). Solvent: C(C)#N (acetonitrile), CN(C=O)C (dimethylformamide), C(C)(=O)OCC (ethyl acetate). Reaction conditions: time 2 hour. Product: [N+](=O)([O-])C1=CC=C(COC(=O)N2C[C@H](CC2)NC(=O)C=2N=C(SC2)N2CC(C2)SC=2[C@@H]([C@H]3N(C2C(=O)OCC2=CC=C(C=C2)[N+](=O)[O-])C([C@@H]3[C@@H](C)O)=O)C)C=C1 (p-nitrobenzyl (1R,5S,6S)-2-(1-{4-[(3S)-1-(p-nitrobenzyloxycarbonyl)-pyrrolidin-3-ylcarbamoyl]-1,3-thiazol-2-yl}azetidin-3-yl)thio-6-[(R)-1-hydroxyethyl]-1-methylcarbapen-2-em-3-carboxylate). Isolated yield 89.2%. RXN SMILES: [C:1]([S:4][CH:5]1[CH2:8][N:7]([C:9]2[S:10][CH:11]=[C:12]([C:14](=[O:34])[NH:15][C@H:16]3[CH2:20][CH2:19][N:18]([C:21]([O:23][CH2:24][C:25]4[CH:30]=[CH:29][C:28]([N+:31]([O-:33])=[O:32])=[CH:27][CH:26]=4)=[O:22])[CH2:17]3)[N:13]=2)[CH2:6]1)(=O)[CH3:2].[C:35](O)(=O)C.NN.C1(P(OC2[C@H](C)[C@H:58]3[C@@H:75]([C@H:76]([OH:78])[CH3:77])[C:74](=[O:79])[N:59]3[C:60]=2[C:61]([O:63][CH2:64][C:65]2[CH:70]=[CH:69][C:68]([N+:71]([O-:73])=[O:72])=[CH:67][CH:66]=2)=[O:62])(C2C=CC=CC=2)=O)C=CC=CC=1.C(N(C(C)C)CC)(C)C.C(=O)([O-])O.[Na+]>CN(C)C=O.C(#N)C.C(OCC)(=O)C>[N+:31]([C:28]1[CH:27]=[CH:26][C:25]([CH2:24][O:23][C:21]([N:18]2[CH2:19][CH2:20][C@H:16]([NH:15][C:14]([C:12]3[N:13]=[C:9]([N:7]4[CH2:6][CH:5]([S:4][C:1]5[C@H:2]([CH3:35])[C@@H:58]6[C@@H:75]([C@H:76]([OH:78])[CH3:77])[C:74](=[O:79])[N:59]6[C:60]=5[C:61]([O:63][CH2:64][C:65]5[CH:66]=[CH:67][C:68]([N+:71]([O-:73])=[O:72])=[CH:69][CH:70]=5)=[O:62])[CH2:8]4)[S:10][CH:11]=3)=[O:34])[CH2:17]2)=[O:22])=[CH:30][CH:29]=1)([O-:33])=[O:32] |f:1.2,5.6|. Reported procedure: To a solution of 3-acetylthio-1-{4-[(3S)-1-(p-nitrobenzyloxycarbonyl)-pyrrolidin-3-ylcarbamoyl]-1,3-thiazol-2-yl}azetidine (280 mg, 0.554 mmol) (obtained as described in Reference Example 52) in dimethylformamide (14 ml) was added hydrazine acetate (61 mg, 0.665 mmol) at room temperature under an atmosphere of nitrogen and the mixture was stirred for 2 hours. After checking the completion of the reaction, a solution of p-nitrobenzyl (1R,5S,6S)-2-(diphenylphosphoryloxy)-6-[(R)-1-hydroxyethyl]-1-m... Reaction SMILES: [Br:14][CH2:15][CH2:16][CH:17]1[CH2:18][CH2:19]1.[CH3:20][N:21]([CH3:22])[CH:23]=[O:24].[H-:1].[Na+:2].[O:3]=[C:4]1[NH:5][c:6]2[cH:7][cH:8][cH:9][cH:10][c:11]2[C:12]1=[O:13]>>[O:3]=[C:4]1[N:5]([CH2:15][CH2:16][CH:17]2[CH2:18][CH2:19]2)[c:6]2[cH:7][cH:8][cH:9][cH:10][c:11]2[C:12]1=[O:13]. Yields the product O=C1C(=O)N(CCC2CC2)c2ccccc21. Reactants: BrCCC1CC1, CN(C)C=O, [H-], [Na+], O=C1Nc2ccccc2C1=O. Starting materials: BrC=1C=CC=C2C(=CC(=NC12)C)NCC1=CC(=C(C=C1)Cl)Cl ((8-Bromo-2-methylquinolin-4-yl)-(3,4-dichlorobenzyl)-amine), N (ammonia). Reagents/catalysts: O.O.O.O.O.S(=O)(=O)([O-])[O-].[Cu+2] (copper(II)sulphate pentahydrate). The solvent is O (water). The product is ClC=1C=C(CNC2=CC(=NC3=C(C=CC=C23)N)C)C=CC1Cl (N*4*-(3,4-Dichlorobenzyl)-2-methylquinoline-4,8-diamine). Yield: 52.0%. Reaction SMILES: Br[C:2]1[CH:3]=[CH:4][CH:5]=[C:6]2[C:11]=1[N:10]=[C:9]([CH3:12])[CH:8]=[C:7]2[NH:13][CH2:14][C:15]1[CH:20]=[CH:19][C:18]([Cl:21])=[C:17]([Cl:22])[CH:16]=1.[NH3:23]>O.O.O.O.O.O.S([O-])([O-])(=O)=O.[Cu+2]>[Cl:22][C:17]1[CH:16]=[C:15]([CH:20]=[CH:19][C:18]=1[Cl:21])[CH2:14][NH:13][C:7]1[C:6]2[C:11](=[C:2]([NH2:23])[CH:3]=[CH:4][CH:5]=2)[N:10]=[C:9]([CH3:12])[CH:8]=1 |f:3.4.5.6.7.8.9|. Procedure details: (8-Bromo-2-methylquinolin-4-yl)-(3,4-dichlorobenzyl)-amine (500 mg, 1.26 mmole), copper(II)sulphate pentahydrate (316 mg, 1.27 mmole) and ammonia (20% in water/ethanol 1:1, 20 mL) were stirred in a microwave oven at 150° C. for 5 hrs. The reaction mixture was dissolved in water and extracted with dichloromethane. The resulting organic phases were dried and purified using silica gel chromatography, eluting with dichloromethane:water 99:1. Precipitation in isopropyl ether gave a brownish solid (22...